Dataset: the Open Reaction Database (ORD), a public repository of structured organic reaction records. Task: describe an organic reaction: reactants, conditions, products, and yield Starting materials: COC([C@H](CC1=C(C=C(C=C1)OCC=1N=C(SC1)C1=CC=C(C=C1)Cl)C)OCC)=O ((2S)-3-{4-[2-(4-chloro-phenyl)-thiazol-4-ylmethoxy]-2-methyl-phenyl}-2-ethoxy-propionic acid methyl ester), [Li+].[OH-] (LiOH). Yields the product ClC1=CC=C(C=C1)C=1SC=C(N1)COC1=CC(=C(C=C1)C[C@@H](C(=O)O)OCC)C ((2S)-3-{4-[2-(4-chloro-phenyl)-thiazol-4-ylmethoxy]-2-methyl-phenyl}-2-ethoxy-propionic acid). Reaction SMILES: C[O:2][C:3](=[O:30])[C@@H:4]([O:27][CH2:28][CH3:29])[CH2:5][C:6]1[CH:11]=[CH:10][C:9]([O:12][CH2:13][C:14]2[N:15]=[C:16]([C:19]3[CH:24]=[CH:23][C:22]([Cl:25])=[CH:21][CH:20]=3)[S:17][CH:18]=2)=[CH:8][C:7]=1[CH3:26].[Li+].[OH-]>>[Cl:25][C:22]1[CH:23]=[CH:24][C:19]([C:16]2[S:17][CH:18]=[C:14]([CH2:13][O:12][C:9]3[CH:10]=[CH:11][C:6]([CH2:5][C@H:4]([O:27][CH2:28][CH3:29])[C:3]([OH:30])=[O:2])=[C:7]([CH3:26])[CH:8]=3)[N:15]=2)=[CH:20][CH:21]=1 |f:1.2|. Procedure details: In analogy to the procedure described in example 10 d], (2S)-3-{4-[2-(4-chloro-phenyl)-thiazol-4-ylmethoxy]-2-methyl-phenyl}-2-ethoxy-propionic acid methyl ester was treated with LiOH to obtain (2S)-3-{4-[2-(4-chloro-phenyl)-thiazol-4-ylmethoxy]-2-methyl-phenyl}-2-ethoxy-propionic acid as colorless solid, which was crystalized from hexane/AcOEt to afford colorless crystals. According to chiral HPLC of the corresponding methyl ester (Chiralcel-OJ), the enantiomeric excess amounts to 98.9%. Starting materials: ClC1=CC=C2C(C(=CN(C2=C1)C)S(=O)(=O)Cl)=O (7-Chloro-1-methyl-4-oxo-1,4-dihydroquinoline-3-sulphonyl chloride), C(C1=CC=CC=C1)N (benzylamine). Solvent: alcohol. Run at time 24 hour. The product is C(C1=CC=CC=C1)NS(=O)(=O)C1=CN(C2=CC(=CC=C2C1=O)Cl)C (N-benzyl-7-chloro-1-methyl-4-oxo-1,4-dihydroquinoline-3-sulphonamide). Reaction SMILES: [Cl:1][C:2]1[CH:11]=[C:10]2[C:5]([C:6](=[O:17])[C:7]([S:13](Cl)(=[O:15])=[O:14])=[CH:8][N:9]2[CH3:12])=[CH:4][CH:3]=1.[CH2:18]([NH2:25])[C:19]1[CH:24]=[CH:23][CH:22]=[CH:21][CH:20]=1>>[CH2:18]([NH:25][S:13]([C:7]1[C:6](=[O:17])[C:5]2[C:10](=[CH:11][C:2]([Cl:1])=[CH:3][CH:4]=2)[N:9]([CH3:12])[CH:8]=1)(=[O:15])=[O:14])[C:19]1[CH:24]=[CH:23][CH:22]=[CH:21][CH:20]=1. Procedure details: 7-Chloro-1-methyl-4-oxo-1,4-dihydroquinoline-3-sulphonyl chloride (9.2 g) was added portionwise to a stirred solution of benzylamine (10.5 ml) in absolute alcohol (300 ml). The mixture was stirred at ambient temperature for 24 hours, then evaporated to dryness. The residue was crystallised from industrial methylated spirit to give the novel compound N-benzyl-7-chloro-1-methyl-4-oxo-1,4-dihydroquinoline-3-sulphonamide, m.p. 208°-210°. Yields the product C(C)OC(C1=C(N=C(C(=C1C1=CC=C(C=C1)C(NCC=1C=NC=CC1)=O)C(N)=O)CC(C)C)CCC1=CC=C(C=C1)F)=O (5-Carbamoyl-2-[2-(4-fluoro-phenyl)-ethyl]-6-isobutyl-4-{4-[(pyridine-3-ylmethyl)-carbamoyl]-phenyl}-nicotinic acid ethyl ester). Reaction conditions: time 10 minute. The reactants are O=[N+]([O-])[O-].[O-][N+]([O-])=O.[O-][N+]([O-])=O.[O-][N+]([O-])=O.[O-][N+]([O-])=O.[O-][N+]([O-])=O.[Ce+4].[NH4+].[NH4+] (CAN), C(C)OC(=O)C1=C(NC(=C(C1C1=CC=C(C=C1)C(NCC=1C=NC=CC1)=O)C(N)=O)CC(C)C)CCC1=CC=C(C=C1)F (5-Carbamoyl-2-[2-(4-fluoro-phenyl)-ethyl]-6-isobutyl-4-{4-[(pyridin-3-ylmethyl)-carbamoyl]-phenyl}-1,4-dihydro-pyridine-3-carboxylic acid ethyl ester), FC(C(=O)O)(F)F (trifluoroacetic acid). Solvent: C(Cl)(Cl)Cl (CHCl3). As a reaction SMILES: O=[N+]([O-])[O-].[O-][N+](=O)[O-].[O-][N+](=O)[O-].[O-][N+](=O)[O-].[O-][N+](=O)[O-].[O-][N+](=O)[O-].[Ce+4].[NH4+].[NH4+].[CH2:28]([O:30][C:31]([C:33]1[CH:38]([C:39]2[CH:44]=[CH:43][C:42]([C:45](=[O:54])[NH:46][CH2:47][C:48]3[CH:49]=[N:50][CH:51]=[CH:52][CH:53]=3)=[CH:41][CH:40]=2)[C:37]([C:55](=[O:57])[NH2:56])=[C:36]([CH2:58][CH:59]([CH3:61])[CH3:60])[NH:35][C:34]=1[CH2:62][CH2:63][C:64]1[CH:69]=[CH:68][C:67]([F:70])=[CH:66][CH:65]=1)=[O:32])[CH3:29].FC(F)(F)C(O)=O>C(Cl)(Cl)Cl>[CH2:28]([O:30][C:31](=[O:32])[C:33]1[C:38]([C:39]2[CH:44]=[CH:43][C:42]([C:45](=[O:54])[NH:46][CH2:47][C:48]3[CH:49]=[N:50][CH:51]=[CH:52][CH:53]=3)=[CH:41][CH:40]=2)=[C:37]([C:55](=[O:57])[NH2:56])[C:36]([CH2:58][CH:59]([CH3:61])[CH3:60])=[N:35][C:34]=1[CH2:62][CH2:63][C:64]1[CH:69]=[CH:68][C:67]([F:70])=[CH:66][CH:65]=1)[CH3:29] |f:0.1.2.3.4.5.6.7.8|. Isolated yield 5.6%. Procedure: An aqueous solution of CAN (1 M, 1 mL) was added to a solution of compound 12 (50 mg, 0.08 mmol) and trifluoroacetic acid (0.5 mL) in CHCl3 (30 mL). The resulting mixture was vigorously stirred for 10 min at r.t. The organic layer was separated, washed with water, dried over Na2SO4, and concentrated in vacuo to yield the crude product. Purification by preparative LCMS (PE SCIEX, C18, acetonitrile—water with 0.035% trifluoroacetic acid) yielded the title compound (2.6 mg, 95% purity by LCMS). 1H ... Reactants: COC=1C=CC2=C(C(N3CCC4=C(C3C2/C=C/C(=O)OC)C=CC=C4)=O)C1 (methyl (E)-3-(10-methoxy-8-oxo-5,8,13,13a-tetrahydro-6H-dibenzo[a,g]quinolizin-13-yl)prop-2-enoate), 2,3-dichloro-5,6-dicyanocyclohexa-2,5-diene-1,4-diene. The solvent is C1(=CC=CC=C1)C (toluene). Product: COC=1C=CC2=C(C(N3CCC4=C(C3=C2/C=C/C(=O)OC)C=CC=C4)=O)C1 (Methyl (E)-3-(10-methoxy-8-oxo-5,8-dihydro-6H-dibenzo[a,g]quinolizin-13-yl)prop-2-enoate). Reaction SMILES: [CH3:1][O:2][C:3]1[CH:4]=[CH:5][C:6]2[CH:15](/[CH:16]=[CH:17]/[C:18]([O:20][CH3:21])=[O:19])[CH:14]3[N:9]([CH2:10][CH2:11][C:12]4[CH:25]=[CH:24][CH:23]=[CH:22][C:13]=43)[C:8](=[O:26])[C:7]=2[CH:27]=1>C1(C)C=CC=CC=1>[CH3:1][O:2][C:3]1[CH:4]=[CH:5][C:6]2[C:15](/[CH:16]=[CH:17]/[C:18]([O:20][CH3:21])=[O:19])=[C:14]3[N:9]([CH2:10][CH2:11][C:12]4[CH:25]=[CH:24][CH:23]=[CH:22][C:13]=43)[C:8](=[O:26])[C:7]=2[CH:27]=1. Procedure details: 5.5 g (15.13 mmol) of methyl (E)-3-(10-methoxy-8-oxo-5,8,13,13a-tetrahydro-6H-dibenzo[a,g]quinolizin-13-yl)prop-2-enoate are dissolved in 150 ml of toluene in a 500 ml round-bottomed flask, 5.15 g (22.7 mmol) of 2,3-dichloro-5,6-dicyanocyclohexa-2,5-diene-1,4-diene are added and the mixture is heated at reflux for 2 h 30. Reactants: COC(=O)C1=C(N(C(C(=C1)Br)=O)C)CBr (5-bromo-2-bromomethyl-1-methyl-6-oxo-1,6-dihydro-pyridine-3-carboxylic acid methyl ester), COC(CNS(=O)(=O)C1=CC=C(C=C1)C)=O ((toluene-4-sulfonylamino)-acetic acid methyl ester), [I-].[Na+] (sodium iodide), C([O-])([O-])=O.[K+].[K+] (potassium carbonate). Run in CN(C)C=O (DMF), [Cl-].[Na+].O (Brine). Conditions: time 16 hour. The product is COC(=O)C1=C(N(C(C(=C1)Br)=O)C)CN(S(=O)(=O)C1=CC=C(C=C1)C)CC(=O)OC (5-Bromo-2-{[methoxycarbonylmethyl-(toluene-4-sulfonyl)-amino]-methyl}-1-methyl-6-oxo-1,6-dihydro-pyridine-3-carboxylic acid methyl ester). Isolated yield 54.4%. Reaction SMILES: [CH3:1][O:2][C:3]([C:5]1[CH:10]=[C:9]([Br:11])[C:8](=[O:12])[N:7]([CH3:13])[C:6]=1[CH2:14]Br)=[O:4].[CH3:16][O:17][C:18](=[O:31])[CH2:19][NH:20][S:21]([C:24]1[CH:29]=[CH:28][C:27]([CH3:30])=[CH:26][CH:25]=1)(=[O:23])=[O:22].[I-].[Na+].C(=O)([O-])[O-].[K+].[K+]>CN(C=O)C.[Cl-].[Na+].O>[CH3:1][O:2][C:3]([C:5]1[CH:10]=[C:9]([Br:11])[C:8](=[O:12])[N:7]([CH3:13])[C:6]=1[CH2:14][N:20]([CH2:19][C:18]([O:17][CH3:16])=[O:31])[S:21]([C:24]1[CH:25]=[CH:26][C:27]([CH3:30])=[CH:28][CH:29]=1)(=[O:23])=[O:22])=[O:4] |f:2.3,4.5.6,8.9.10|. Procedure: A mixture of 5-bromo-2-bromomethyl-1-methyl-6-oxo-1,6-dihydro-pyridine-3-carboxylic acid methyl ester (363 mg, 1.07 mmol), (toluene-4-sulfonylamino)-acetic acid methyl ester (260 mg, 1.07 mmol), sodium iodide (321 mg, 2.14 mmol) and potassium carbonate (296 mg, 2.14 mmol) in DMF (10 mL) was stirred at r.t. for 16 h. Brine (30 mL) was added and the mixture was extracted with EtOAc. The organic layer was washed with water and dried over MgSO4. After the solvent was evaporated in vacuo, the crude p... Reactants: CC(C)(C)OC(=O)N1CC(O[Si](C)(C)C(C)(C)C)CC1C(C[N+](=O)[O-])c1c[nH]c2cc(F)ccc12, CCO. Yields the product CC(C)(C)OC(=O)N1CC(O[Si](C)(C)C(C)(C)C)CC1C(CN)c1c[nH]c2cc(F)ccc12. Reaction SMILES: [C:1]([CH3:2])([CH3:3])([CH3:4])[O:5][C:6](=[O:7])[N:8]1[CH:9]([CH:21]([CH2:22][N+:23]([O-:24])=[O:25])[c:26]2[cH:27][nH:28][c:29]3[cH:30][c:31]([F:35])[cH:32][cH:33][c:34]23)[CH2:10][CH:11]([O:13][Si:14]([CH3:15])([CH3:16])[C:17]([CH3:18])([CH3:19])[CH3:20])[CH2:12]1.[CH3:36][CH2:37][OH:38]>>[C:1]([CH3:2])([CH3:3])([CH3:4])[O:5][C:6](=[O:7])[N:8]1[CH:9]([CH:21]([CH2:22][NH2:23])[c:26]2[cH:27][nH:28][c:29]3[cH:30][c:31]([F:35])[cH:32][cH:33][c:34]23)[CH2:10][CH:11]([O:13][Si:14]([CH3:15])([CH3:16])[C:17]([CH3:18])([CH3:19])[CH3:20])[CH2:12]1. The reactants are O.O.O.O.C(C)(=O)[O-].[Ni+2].C(C)(=O)[O-] (nickel (II) acetate tetrahydrate), C1[C@H]([C@@H]([C@H]([C@@H]([C@H]1N)O[C@H]2[C@H]([C@@H]([C@H]([C@@H](O2)CN)O)O)O)O)O[C@@H]3[C@@H]([C@H]([C@@H]([C@H](O3)CO)O)N)O)N (kanamycin A). Run in CS(=O)C (dimethylsulfoxide). Reaction conditions: time 30 minute. Product: C(C)(=O)[O-].[Ni+2].C(C)(=O)[O-] (Nickel (II) Acetate). Reaction SMILES: O.O.O.O.[C:5]([O-:8])(=[O:7])[CH3:6].[Ni+2:9].[C:10]([O-:13])(=[O:12])[CH3:11].C1[C@H](N)[C@@H](O[C@@H]2O[C@@H](CN)[C@H](O)[C@@H](O)[C@@H]2O)[C@H](O)[C@@H](O[C@H]2O[C@H](CO)[C@@H](O)[C@H](N)[C@H]2O)[C@@H]1N>CS(C)=O>[C:5]([O-:8])(=[O:7])[CH3:6].[Ni+2:9].[C:10]([O-:13])(=[O:12])[CH3:11] |f:0.1.2.3.4.5.6,9.10.11|. Procedure details: Add nickel (II) acetate tetrahydrate (24.8 gms. 10 mmol) to a stirred solution of kanamycin A (9.7 gms., 20 mmol) in dimethylsulfoxide (400 ml.). Stir at room temperature for 30 minutes, then to the resulting nickel (II) salt complex thereby formed add N-benzyloxycarbonyloxyphthalimide (13.0-15.6 gms., 44-52.6 mmol) in dimethylsulfoxide (70 ml.) over a 10 minute period. Stir at room temperature for one hour, then pour the reaction mixture into ether (2500 ml.) and shake one minute. Allow the oil...